From a dataset of the Open Reaction Database (ORD), a public repository of structured organic reaction records. describe an organic reaction: reactants, conditions, products, and yield Starting materials: C(C)OCC (diethyl ether), [H-].[Na+] (sodium hydride), IC1=NNC2=CC=CC=C12 (3-iodoindazole), C(C1=CC=CC=C1)Br (benzyl bromide). The solvent is O (water), O1CCCC1 (tetrahydrofuran). Conditions: time 45 minute. Yields the product C(C1=CC=CC=C1)N1N=C(C2=CC=CC=C12)I (1-Benzyl-3-iodoindazole). As a reaction SMILES: [H-].[Na+].[I:3][C:4]1[C:12]2[C:7](=[CH:8][CH:9]=[CH:10][CH:11]=2)[NH:6][N:5]=1.[CH2:13](Br)[C:14]1[CH:19]=[CH:18][CH:17]=[CH:16][CH:15]=1.C(OCC)C>O1CCCC1.O>[CH2:13]([N:6]1[C:7]2[C:12](=[CH:11][CH:10]=[CH:9][CH:8]=2)[C:4]([I:3])=[N:5]1)[C:14]1[CH:19]=[CH:18][CH:17]=[CH:16][CH:15]=1 |f:0.1|. Procedure details: 1.49 g of 95% pure sodium hydride (59.0 mmol) were added in portions to a solution of 12.0 g (49.2 mmol) of 3-iodoindazole in 100 ml of anhydrous tetrahydrofuran under argon. After the mixture had been stirred at room temperature for 45 minutes, 7.02 ml (59.0 mmol) of benzyl bromide were added dropwise. The mixture was stirred overnight at room temperature, and diethyl ether and water were then added. The organic phase was washed with saturated sodium chloride solution, dried over magnesium sulp... Starting materials: CCO, [Cl-], [Fe], [NH4+], O, N#CCCC1CCC(Nc2c([N+](=O)[O-])cnc3c2ccn3S(=O)(=O)c2ccccc2)CC1. Product: N#CCCC1CCC(Nc2c(N)cnc3c2ccn3S(=O)(=O)c2ccccc2)CC1. RXN SMILES: [CH3:36][CH2:37][OH:38].[Cl-:34].[Fe:39].[NH4+:35].[OH2:33].[c:1]1([S:7](=[O:8])(=[O:9])[n:10]2[cH:11][cH:12][c:13]3[c:14]2[n:15][cH:16][c:17]([N+:30]([O-:31])=[O:32])[c:18]3[NH:19][CH:20]2[CH2:21][CH2:22][CH:23]([CH2:26][CH2:27][C:28]#[N:29])[CH2:24][CH2:25]2)[cH:2][cH:3][cH:4][cH:5][cH:6]1>>[c:1]1([S:7](=[O:8])(=[O:9])[n:10]2[cH:11][cH:12][c:13]3[c:14]2[n:15][cH:16][c:17]([NH2:30])[c:18]3[NH:19][CH:20]2[CH2:21][CH2:22][CH:23]([CH2:26][CH2:27][C:28]#[N:29])[CH2:24][CH2:25]2)[cH:2][cH:3][cH:4][cH:5][cH:6]1. Reactants: ClC1=C2C=CC(=NC2=NC=C1)C1=NC=CC=C1C(F)(F)F (5-chloro-2-(3-(trifluoromethyl)pyridin-2-yl)-[1,8]naphthyridine), NC1=NC=C(C=C1)C(F)(F)F (2-amino-5-trifluoromethylpyridine), CC1(C2=C(C(=CC=C2)P(C3=CC=CC=C3)C4=CC=CC=C4)OC5=C(C=CC=C51)P(C6=CC=CC=C6)C7=CC=CC=C7)C (xantphos), C(=O)([O-])[O-].[Cs+].[Cs+] (Cs2CO3). The reagents and catalysts are C=1C=CC(=CC1)/C=C/C(=O)/C=C/C2=CC=CC=C2.C=1C=CC(=CC1)/C=C/C(=O)/C=C/C2=CC=CC=C2.C=1C=CC(=CC1)/C=C/C(=O)/C=C/C2=CC=CC=C2.[Pd].[Pd] (Pd2(dba)3). Solvent: O1CCOCC1 (dioxane). The product is FC(C=1C(=NC=CC1)C1=CC=C2C(=CC=NC2=N1)NC1=NC=C(C=C1)C(F)(F)F)(F)F (7-(3-(Trifluoromethyl)pyridin-2-yl)-N-(5-(trifluoromethyl)pyridin-2-yl)-[1,8]naphthyridin-4-amine). As a reaction SMILES: Cl[C:2]1[CH:11]=[CH:10][N:9]=[C:8]2[C:3]=1[CH:4]=[CH:5][C:6]([C:12]1[C:17]([C:18]([F:21])([F:20])[F:19])=[CH:16][CH:15]=[CH:14][N:13]=1)=[N:7]2.[NH2:22][C:23]1[CH:28]=[CH:27][C:26]([C:29]([F:32])([F:31])[F:30])=[CH:25][N:24]=1.CC1(C)C2C(=C(P(C3C=CC=CC=3)C3C=CC=CC=3)C=CC=2)OC2C(P(C3C=CC=CC=3)C3C=CC=CC=3)=CC=CC1=2.C([O-])([O-])=O.[Cs+].[Cs+]>O1CCOCC1.C1C=CC(/C=C/C(/C=C/C2C=CC=CC=2)=O)=CC=1.C1C=CC(/C=C/C(/C=C/C2C=CC=CC=2)=O)=CC=1.C1C=CC(/C=C/C(/C=C/C2C=CC=CC=2)=O)=CC=1.[Pd].[Pd]>[F:19][C:18]([F:21])([F:20])[C:17]1[C:12]([C:6]2[N:7]=[C:8]3[C:3]([C:2]([NH:22][C:23]4[CH:28]=[CH:27][C:26]([C:29]([F:31])([F:30])[F:32])=[CH:25][N:24]=4)=[CH:11][CH:10]=[N:9]3)=[CH:4][CH:5]=2)=[N:13][CH:14]=[CH:15][CH:16]=1 |f:3.4.5,7.8.9.10.11|. Procedure: Heat a mixture of 5-chloro-2-(3-(trifluoromethyl)pyridin-2-yl)-[1,8]naphthyridine (62 mg, 0.2 mmol), 2-amino-5-trifluoromethylpyridine (32.4 mg, 0.2 mmol), xantphos (11.6 mg, 0.02 mmol), Pd2(dba)3 (18.3 mg, 0.02 mmol) and Cs2CO3 (130 mg, 0.4 mmol) in dioxane (2.0 mL) at 100° C. for 20 hours. Cool the mixture, concentrate under vacuum, dilute with EtOAc/water (5.0 mL each), filter through celite, wash celite with EtOAc (2×5 mL) and dry combined organic layers with MgSO4. Filter the dried extract ...